The task is: describe an organic reaction: reactants, conditions, products, and yield. This data is from the Open Reaction Database (ORD), a public repository of structured organic reaction records. Reactants: C(#N)CCN(C(CCCCCCCCCCCCC)=O)CCCCCNC1=NC(=CC(=N1)C)C (1-[N-(2-cyanoethyl)tetradecanamido]-5-(4,6-dimethyl-2-pyrimidylamino)-pentane). Reagents/catalysts: [Rh] (Rh on alumina). Solvent: N (NH3), C(C)O (ethanol). Conditions: time 5 hour. Yields the product NCCCN(C(CCCCCCCCCCCCC)=O)CCCCCNC1=NC(=CC(=N1)C)C (1-[N-(3-aminopropyl)tetradecanamido]-5-(4,6-dimethyl-2-pyrimidylamino)pentane). Reaction SMILES: [C:1]([CH2:3][CH2:4][N:5]([CH2:21][CH2:22][CH2:23][CH2:24][CH2:25][NH:26][C:27]1[N:32]=[C:31]([CH3:33])[CH:30]=[C:29]([CH3:34])[N:28]=1)[C:6](=[O:20])[CH2:7][CH2:8][CH2:9][CH2:10][CH2:11][CH2:12][CH2:13][CH2:14][CH2:15][CH2:16][CH2:17][CH2:18][CH3:19])#[N:2]>N.C(O)C.[Rh]>[NH2:2][CH2:1][CH2:3][CH2:4][N:5]([CH2:21][CH2:22][CH2:23][CH2:24][CH2:25][NH:26][C:27]1[N:28]=[C:29]([CH3:34])[CH:30]=[C:31]([CH3:33])[N:32]=1)[C:6](=[O:20])[CH2:7][CH2:8][CH2:9][CH2:10][CH2:11][CH2:12][CH2:13][CH2:14][CH2:15][CH2:16][CH2:17][CH2:18][CH3:19]. Procedure details: The nitrile (XIV) (330 mg) was dissolved in 5 ml of 10% conc. NH3 in ethanol to which was added a spatula tip full of 5% Rh on alumina. After 5 hours stirring under 1 atm H2, there was no reaction indicated by tlc or H2 uptake. Additional catalyst (about 2×) and solvent were added and the hydrogenation continued overnight. The catalyst was filtered off and the solvents removed under vacuum to yield the product XV.